Dataset: the Open Reaction Database (ORD), a public repository of structured organic reaction records. Task: describe an organic reaction: reactants, conditions, products, and yield Reactants: CN(CCCO)C (3-(dimethylamino)propanol), benzyl ester, OC1=C(C=CC=C1)CNC(O)=O ([(2-hydroxyphenyl)methyl]carbamic acid). The product is C1(=CC=CC=C1)COC(NCC1=C(C=CC=C1)OCCCN(C)C)=O ([[2-[3-(Dimethylamino)propoxy]phenyl]methyl]carbamic acid phenylmethyl ester), oil. Yield: 81.0%. RXN SMILES: [OH:1][C:2]1[CH:7]=[CH:6][CH:5]=[CH:4][C:3]=1[CH2:8][NH:9][C:10](=[O:12])[OH:11].[CH3:13][N:14]([CH3:19])[CH2:15][CH2:16][CH2:17]O>>[C:3]1([CH2:8][O:12][C:10](=[O:11])[NH:9][CH2:8][C:3]2[CH:4]=[CH:5][CH:6]=[CH:7][C:2]=2[O:1][CH2:17][CH2:16][CH2:15][N:14]([CH3:19])[CH3:13])[CH:4]=[CH:5][CH:6]=[CH:7][CH:2]=1. Procedure details: By following a procedure analogous to Preparation XCVI starting from the benzyl ester of [(2-hydroxyphenyl)methyl]carbamic acid and 3-(dimethylamino)propanol, the expected product is obtained in the form of a colorless oil (yield=81%). Starting materials: CC1(C(NC2=CC(=C(C=C12)NC(C)=O)[N+](=O)[O-])=O)C (N-(3,3-dimethyl-6-nitro-2-oxo-2,3-dihydro-1H-indol-5-yl)-acetamide), CC(=O)C1=CC(=CC=C1)Br (3-bromoacetophenone), C(=O)([O-])[O-].[K+].[K+] (K2CO3). Yields the product NC=1C=C2C(C(N(C2=CC1[N+](=O)[O-])CC(C1=CC=CC=C1)=O)=O)(C)C (5-amino-3,3-dimethyl-6-nitro-1-(2-oxo-2-phenyl-ethyl)-1,3-dihydro-indol-2-one). Yield: 82.4%. RXN SMILES: [CH3:1][C:2]1([CH3:19])[C:10]2[C:5](=[CH:6][C:7]([N+:15]([O-:17])=[O:16])=[C:8]([NH:11]C(=O)C)[CH:9]=2)[NH:4][C:3]1=[O:18].[CH3:20][C:21]([C:23]1[CH:28]=[CH:27][CH:26]=[C:25](Br)[CH:24]=1)=[O:22].C([O-])([O-])=O.[K+].[K+]>>[NH2:11][C:8]1[CH:9]=[C:10]2[C:5](=[CH:6][C:7]=1[N+:15]([O-:17])=[O:16])[N:4]([CH2:20][C:21](=[O:22])[C:23]1[CH:28]=[CH:27][CH:26]=[CH:25][CH:24]=1)[C:3](=[O:18])[C:2]2([CH3:1])[CH3:19] |f:2.3.4|. Procedure details: Analogously to general procedure (I) N-(3,3-dimethyl-6-nitro-2-oxo-2,3-dihydro-1H-indol-5-yl)-acetamide (8 g) is alkylated using 3-bromoacetophenone (6.8 g; 33.4 mmol) and K2CO3 (11.3 g; 82 mmol) at RT for 3 h. After filtration and evaporation of the solvent the crude material is de-acetylated under reflux conditions in 2-propanol (111 ml) and hydrochloric acid (6 N; 75 ml). Pure 5-amino-3,3-dimethyl-6-nitro-1-(2-oxo-2-phenyl-ethyl)-1,3-dihydro-indol-2-one (8.5 g) is obtained by aqueous work-up ...